This data is from the Open Reaction Database (ORD), a public repository of structured organic reaction records. The task is: describe an organic reaction: reactants, conditions, products, and yield Reactants: CC(C)(C)N(C(=O)[O-])c1ccc(-c2nc3cc(Cl)ccc3s2)nc1, CCOC(C)=O, ClCCl, O=C(O)C(F)(F)F, [Na+], O=C([O-])O. The product is Nc1ccc(-c2nc3cc(Cl)ccc3s2)nc1. As a reaction SMILES: [C:1]([N:5]([C:2](=[O:3])[O-:4])[c:9]1[cH:10][n:11][c:12](-[c:15]2[s:16][c:17]3[c:18]([n:19]2)[cH:20][c:21]([Cl:24])[cH:22][cH:23]3)[cH:13][cH:14]1)([CH3:6])([CH3:7])[CH3:8].[CH3:40][CH2:41][O:42][C:43]([CH3:44])=[O:45].[Cl:37][CH2:38][Cl:39].[F:25][C:26]([F:27])([F:28])[C:29]([OH:30])=[O:31].[Na+:36].[O-:32][C:33]([OH:34])=[O:35]>>[NH2:5][c:9]1[cH:10][n:11][c:12](-[c:15]2[s:16][c:17]3[c:18]([n:19]2)[cH:20][c:21]([Cl:24])[cH:22][cH:23]3)[cH:13][cH:14]1.